Dataset: the Open Reaction Database (ORD), a public repository of structured organic reaction records. Task: describe an organic reaction: reactants, conditions, products, and yield As a reaction SMILES: [C:1]([C:9]1[CH:10]=[CH:11][CH:12]=[C:13]2[C:17]=1[NH:16][C:15](=[O:18])[CH2:14]2)(=[O:8])[C:2]1[CH:7]=[CH:6][CH:5]=[CH:4][CH:3]=1.[OH-:19].[Na+]>>[NH2:16][C:17]1[C:9]([C:1](=[O:8])[C:2]2[CH:7]=[CH:6][CH:5]=[CH:4][CH:3]=2)=[CH:10][CH:11]=[CH:12][C:13]=1[CH2:14][C:15]([OH:18])=[O:19] |f:1.2|. Yields the product NC1=C(C=CC=C1C(C1=CC=CC=C1)=O)CC(=O)O (2-Amino-3-benzoylphenylacetic Acid). Reactants: C(C1=CC=CC=C1)(=O)C=1C=CC=C2CC(NC12)=O (7-benzoylindolin-2-one), [OH-].[Na+] (sodium hydroxide). Reported procedure: A mixture of 1.0 g. (0.004 mole) of 7-benzoylindolin-2-one was added to 30 ml. of 3N sodium hydroxide and the basic solution was refluxed for 45 minutes under nitrogen. The mixture was filtered and the filtrate was neutralized with glacial acetic acid. The precipitate was filtered off, washed with water and dried. The material melted at 122° C. (dec.). The yield was 0.8 g. (72%). Reactants: [OH-].[Na+] (sodium hydroxide), C(C)O (ethanol), C(CCCCCCCCCCCCC)C=1C=C(NC1)C(=O)OC (methyl 4-tetradecylpyrrole-2-carboxylate). The solvent is O (Water). The product is C(CCCCCCCCCCCCC)C=1C=C(NC1)C(=O)O (4-tetradecylpyrrole-2-carboxylic acid). Yield: 89.6%. As a reaction SMILES: [OH-].[Na+].C(O)C.[CH2:6]([C:20]1[CH:21]=[C:22]([C:25]([O:27]C)=[O:26])[NH:23][CH:24]=1)[CH2:7][CH2:8][CH2:9][CH2:10][CH2:11][CH2:12][CH2:13][CH2:14][CH2:15][CH2:16][CH2:17][CH2:18][CH3:19]>O>[CH2:6]([C:20]1[CH:21]=[C:22]([C:25]([OH:27])=[O:26])[NH:23][CH:24]=1)[CH2:7][CH2:8][CH2:9][CH2:10][CH2:11][CH2:12][CH2:13][CH2:14][CH2:15][CH2:16][CH2:17][CH2:18][CH3:19] |f:0.1|. Procedure details: A solution (1 ml) of 2N sodium hydroxide was added to an ethanol solution (5 ml) of 0.22 g (0.69 mmol) of methyl 4-tetradecylpyrrole-2-carboxylate prepared in Example 9 and heated under reflux for 13 hours. Water was added to the resulting mixture, and then washed with ether. After acidifying the aqueous layer with hydrochloric acid, the mixture was extracted with ether and dried over anhydrous magnesium sulfate. The removal of the solvent afforded 0.19 g (95% yield) of 4-tetradecylpyrrole-2-car... Starting materials: CC(C)N1CCC(N)CC1, NS(=O)(=O)c1ccc(Cl)c([N+](=O)[O-])c1, C1COCCO1. Product: CC(C)N1CCC(Nc2ccc(S(N)(=O)=O)cc2[N+](=O)[O-])CC1. RXN SMILES: [CH:15]([CH3:16])([CH3:17])[N:18]1[CH2:19][CH2:20][CH:21]([NH2:24])[CH2:22][CH2:23]1.[Cl:1][c:2]1[c:3]([N+:12](=[O:13])[O-:14])[cH:4][c:5]([S:8](=[O:9])(=[O:10])[NH2:11])[cH:6][cH:7]1.[O:25]1[CH2:26][CH2:27][O:28][CH2:29][CH2:30]1>>[c:2]1([NH:24][CH:21]2[CH2:20][CH2:19][N:18]([CH:15]([CH3:16])[CH3:17])[CH2:23][CH2:22]2)[c:3]([N+:12](=[O:13])[O-:14])[cH:4][c:5]([S:8](=[O:9])(=[O:10])[NH2:11])[cH:6][cH:7]1. Reactants: O=C(OCc1ccccc1)N1CCc2c([nH]c3ccccc23)C1, CI, [H-], [Na+], CN(C)C=O, O. The product is Cn1c2c(c3ccccc31)CCN(C(=O)OCc1ccccc1)C2. Reaction SMILES: [CH2:1]([c:2]1[cH:3][cH:4][cH:5][cH:6][cH:7]1)[O:8][C:9](=[O:10])[N:11]1[CH2:12][c:13]2[nH:14][c:15]3[cH:16][cH:17][cH:18][cH:19][c:20]3[c:21]2[CH2:22][CH2:23]1.[CH3:26][I:27].[H-:25].[Na+:24].[O:29]=[CH:30][N:31]([CH3:32])[CH3:33].[OH2:28]>>[CH2:1]([c:2]1[cH:3][cH:4][cH:5][cH:6][cH:7]1)[O:8][C:9](=[O:10])[N:11]1[CH2:12][c:13]2[n:14]([CH3:26])[c:15]3[cH:16][cH:17][cH:18][cH:19][c:20]3[c:21]2[CH2:22][CH2:23]1. Reactants: COC(CBr)COc1ncc(C(=O)N(C)C)s1, O=C1NC(=O)c2ccccc21, CN(C)C=O, [K]. The product is COC(COc1ncc(C(=O)N(C)C)s1)CN1C(=O)c2ccccc2C1=O. Reaction SMILES: [Br:1][CH2:2][CH:3]([CH2:4][O:5][c:6]1[s:7][c:8]([C:11]([N:12]([CH3:13])[CH3:14])=[O:15])[cH:9][n:10]1)[O:16][CH3:17].[C:18]1(=[O:28])[c:19]2[c:20]([cH:24][cH:25][cH:26][cH:27]2)[C:21](=[O:23])[NH:22]1.[CH3:30][N:31]([CH3:32])[CH:33]=[O:34].[K:29]>>[CH2:2]([CH:3]([CH2:4][O:5][c:6]1[s:7][c:8]([C:11]([N:12]([CH3:13])[CH3:14])=[O:15])[cH:9][n:10]1)[O:16][CH3:17])[N:22]1[C:18](=[O:28])[c:19]2[c:20]([cH:24][cH:25][cH:26][cH:27]2)[C:21]1=[O:23]. Starting materials: C1(CC1)C=1C(=CC(=NC1)C(=O)O)OCC1CC1 (5-Cyclopropyl-4-cyclopropylmethoxy-pyridine-2-carboxylic acid), Cl.NC(C(=O)NC)(CC)CC (2-Amino-2-ethyl-N-methyl-butyramide hydrochloride). The product is C(C)C(CC)(C(NC)=O)NC(=O)C1=NC=C(C(=C1)OCC1CC1)C1CC1 (5-Cyclopropyl-4-cyclopropylmethoxy-pyridine-2-carboxylic acid (1-ethyl-1-methylcarbamoyl-propyl)-amide). Reaction SMILES: [CH:1]1([C:4]2[C:5]([O:13][CH2:14][CH:15]3[CH2:17][CH2:16]3)=[CH:6][C:7]([C:10]([OH:12])=O)=[N:8][CH:9]=2)[CH2:3][CH2:2]1.Cl.[NH2:19][C:20]([CH2:27][CH3:28])([CH2:25][CH3:26])[C:21]([NH:23][CH3:24])=[O:22]>>[CH2:25]([C:20]([NH:19][C:10]([C:7]1[CH:6]=[C:5]([O:13][CH2:14][CH:15]2[CH2:17][CH2:16]2)[C:4]([CH:1]2[CH2:2][CH2:3]2)=[CH:9][N:8]=1)=[O:12])([C:21](=[O:22])[NH:23][CH3:24])[CH2:27][CH3:28])[CH3:26] |f:1.2|. Reported procedure: The title compound was synthesized in analogy to Example 24d, using 5-Cyclopropyl-4-cyclopropylmethoxy-pyridine-2-carboxylic acid (Example 42c) and 2-Amino-2-ethyl-N-methyl-butyramide hydrochloride (Example 45c) as starting materials and isolated (23 mg, 71%) as colorless oil; MS (ESI, m/z): 360.6 (M+H+). Reactants: Cl.C(C)(=O)OCC (Hydrogen chloride ethyl acetate), C1(CC1)COC1=CC2=C(CC(O2)C2=CC=C(C=N2)OC[C@H](C)NC(OC(C)(C)C)=O)C=C1 (tert-butyl [(1S)-2-({6-[6-(cyclopropylmethoxy)-2,3-dihydro-1-benzofuran-2-yl]pyridin-3-yl}oxy)-1-methylethyl]carbamate). The solvent is C(C)(=O)OCC (ethyl acetate). Conditions: time 6 hour. Product: C1(CC1)COC1=CC2=C(CC(O2)C2=CC=C(C=N2)OC[C@H](C)NC(C)=O)C=C1 (N-[(1S)-2-({6-[6-(cyclopropylmethoxy)-2,3-dihydro-1-benzofuran-2-yl]pyridin-3-yl}oxy)-1-methylethyl]acetamide). RXN SMILES: Cl.[C:2](OCC)(=O)C.[CH:8]1([CH2:11][O:12][C:13]2[CH:39]=[CH:38][C:16]3[CH2:17][CH:18]([C:20]4[N:25]=[CH:24][C:23]([O:26][CH2:27][C@@H:28]([NH:30][C:31](=O)[O:32]C(C)(C)C)[CH3:29])=[CH:22][CH:21]=4)[O:19][C:15]=3[CH:14]=2)[CH2:10][CH2:9]1>C(OCC)(=O)C>[CH:8]1([CH2:11][O:12][C:13]2[CH:39]=[CH:38][C:16]3[CH2:17][CH:18]([C:20]4[N:25]=[CH:24][C:23]([O:26][CH2:27][C@@H:28]([NH:30][C:31](=[O:32])[CH3:2])[CH3:29])=[CH:22][CH:21]=4)[O:19][C:15]=3[CH:14]=2)[CH2:10][CH2:9]1 |f:0.1|. Procedure: 4M Hydrogen chloride/ethyl acetate (10 mL) was added dropwise to a solution of tert-butyl [(1S)-2-({6-[6-(cyclopropylmethoxy)-2,3-dihydro-1-benzofuran-2-yl]pyridin-3-yl}oxy)-1-methylethyl]carbamate (80 mg) in ethyl acetate (5 mL) at room temperature, and the reaction mixture was stirred at room temperature for 6 hr. The solvent was evaporated under reduced pressure, and the residue was dissolved in pyridine (10 mL), and acetic anhydride (0.026 mL) was added thereto at room temperature. The react... The reactants are Cc1[nH]c(C=O)c(-c2ccccc2)c1C(=O)NCCN(C)C, COc1ccccc1-c1ccc2c(c1)NC(=O)C2. The product is COc1ccccc1-c1ccc2c(c1)NC(=O)C2=Cc1[nH]c(C)c(C(=O)NCCN(C)C)c1-c1ccccc1. Reaction SMILES: [CH3:19][N:20]([CH2:21][CH2:22][NH:23][C:24](=[O:25])[c:26]1[c:27]([CH3:39])[nH:28][c:29]([CH:37]=[O:38])[c:30]1-[c:31]1[cH:32][cH:33][cH:34][cH:35][cH:36]1)[CH3:40].[CH3:1][O:2][c:3]1[c:4](-[c:9]2[cH:10][cH:11][c:12]3[c:16]([cH:17]2)[NH:15][C:14](=[O:18])[CH2:13]3)[cH:5][cH:6][cH:7][cH:8]1>>[CH3:1][O:2][c:3]1[c:4](-[c:9]2[cH:10][cH:11][c:12]3[c:16]([cH:17]2)[NH:15][C:14](=[O:18])[C:13]3=[CH:37][c:29]2[nH:28][c:27]([CH3:39])[c:26]([C:24]([NH:23][CH2:22][CH2:21][N:20]([CH3:19])[CH3:40])=[O:25])[c:30]2-[c:31]2[cH:32][cH:33][cH:34][cH:35][cH:36]2)[cH:5][cH:6][cH:7][cH:8]1. The reactants are [BH4-], CC1(C)CN(Cc2ccccc2)CCC1=O, CO, [Na+]. The product is CC1(C)CN(Cc2ccccc2)CCC1O. RXN SMILES: [BH4-:1].[CH2:3]([c:4]1[cH:5][cH:6][cH:7][cH:8][cH:9]1)[N:10]1[CH2:11][C:12]([CH3:17])([CH3:18])[C:13](=[O:16])[CH2:14][CH2:15]1.[CH3:19][OH:20].[Na+:2]>>[CH2:3]([c:4]1[cH:5][cH:6][cH:7][cH:8][cH:9]1)[N:10]1[CH2:11][C:12]([CH3:17])([CH3:18])[CH:13]([OH:16])[CH2:14][CH2:15]1.